From a dataset of the Open Reaction Database (ORD), a public repository of structured organic reaction records. describe an organic reaction: reactants, conditions, products, and yield Reactants: O1C(CCCC1)OC(CCCN(C(C)=O)CCCCCCC(=O)OCC)CCCCC (ethyl 7-{N-[4-(2-tetrahydropyranyloxy)-nonyl]acetamido}heptanoate), C(C)(=O)OC(CCCN(C(C)=O)CCCCCCC(=O)OCC)CCCCC (ethyl 7-[N-(4-acetoxynonyl)-acetamido]heptanoate). Yields the product OC(CCCN(C(C)=O)CCCCCCC(=O)O)CCCCC (7-[N-(4-Hydroxynonyl)acetamido]heptanoic acid). RXN SMILES: O1CCCCC1[O:7][CH:8]([CH2:27][CH2:28][CH2:29][CH2:30][CH3:31])[CH2:9][CH2:10][CH2:11][N:12]([CH2:16][CH2:17][CH2:18][CH2:19][CH2:20][CH2:21][C:22]([O:24]CC)=[O:23])[C:13](=[O:15])[CH3:14].C(OC(CCCCC)CCCN(CCCCCCC(OCC)=O)C(=O)C)(=O)C>>[OH:7][CH:8]([CH2:27][CH2:28][CH2:29][CH2:30][CH3:31])[CH2:9][CH2:10][CH2:11][N:12]([CH2:16][CH2:17][CH2:18][CH2:19][CH2:20][CH2:21][C:22]([OH:24])=[O:23])[C:13](=[O:15])[CH3:14]. Reported procedure: The preparation of this compound is carried out essentially by the method described for Example 1, Step B except that the ethyl 7-{N-[4-(2-tetrahydropyranyloxy)-nonyl]acetamido}heptanoate of Example 1, Step B is replaced by an equimolar quantity of ethyl 7-[N-(4-acetoxynonyl)-acetamido]heptanoate; and omitting the acid treatment, there is obtained the subject compound. Starting materials: Cl.CC1=NC=CC(=C1)C1=CN=C(S1)N1CCNCC1 (1-[5-(2-methylpyridin-4-yl)thiazol-2-yl]piperazine hydrochloride), ClC=1C=C2C=C(N(C2=CC1)S(=O)(=O)C1=CC=CC=C1)S(=O)(=O)Cl (5-chloro-1-phenylsulfonylindol-2-sulfonyl chloride), C([O-])(O)=O.[Na+] (sodium bicarbonate), C(C)(C)N(CC)C(C)C (diisopropylethylamine). Run in C(Cl)Cl (methylene chloride). Conditions: time 3 hour. Yields the product ClC=1C=C2C=C(N(C2=CC1)S(=O)(=O)C1=CC=CC=C1)S(=O)(=O)N1CCN(CC1)C=1SC(=CN1)C1=CC(=NC=C1)C (1-[(5-Chloro-1-phenylsulfonylindol-2-yl)sulfonyl]-4-[5-(2-methylpyridin-4-yl)thiazol-2-yl]piperazine). RXN SMILES: Cl.[CH3:2][C:3]1[CH:8]=[C:7]([C:9]2[S:13][C:12]([N:14]3[CH2:19][CH2:18][NH:17][CH2:16][CH2:15]3)=[N:11][CH:10]=2)[CH:6]=[CH:5][N:4]=1.[Cl:20][C:21]1[CH:22]=[C:23]2[C:27](=[CH:28][CH:29]=1)[N:26]([S:30]([C:33]1[CH:38]=[CH:37][CH:36]=[CH:35][CH:34]=1)(=[O:32])=[O:31])[C:25]([S:39](Cl)(=[O:41])=[O:40])=[CH:24]2.C(N(C(C)C)CC)(C)C.C(=O)(O)[O-].[Na+]>C(Cl)Cl>[Cl:20][C:21]1[CH:22]=[C:23]2[C:27](=[CH:28][CH:29]=1)[N:26]([S:30]([C:33]1[CH:38]=[CH:37][CH:36]=[CH:35][CH:34]=1)(=[O:31])=[O:32])[C:25]([S:39]([N:17]1[CH2:18][CH2:19][N:14]([C:12]3[S:13][C:9]([C:7]4[CH:6]=[CH:5][N:4]=[C:3]([CH3:2])[CH:8]=4)=[CH:10][N:11]=3)[CH2:15][CH2:16]1)(=[O:41])=[O:40])=[CH:24]2 |f:0.1,4.5|. Procedure: A saturated solution of hydrochloride in methanol (12 ml) was added to 1-(t-butoxycarbonyl)-4-[5-(2-methylpyridin-4-yl)thiazol-2-yl]piperazine (400 mg) at room temperature. After stirring for 10 minutes, the reaction mixture was concentrated under reduced pressure, whereby 1-[5-(2-methylpyridin-4-yl)thiazol-2-yl]piperazine hydrochloride was obtained as a white solid. In a solution of the resulting hydrochloride in methylene chloride (12 ml) was dissolved 5-chloro-1-phenylsulfonylindol-2-sulfonyl... The reactants are [OH-].[Na+] (sodium hydroxide), OC=1C=C2CCCC(C2=CC1C(C1=CC=CC=C1)=O)CC(=O)O (6-hydroxy-7-benzoyl-1,2,3,4-tetrahydro-1-naphthylacetic acid), ether-petroleum ether, C(C)O (ethanol). Product: C(C)OC(CC1CCCC2=CC(=C(C=C12)C(C1=CC=CC=C1)=O)O)=O (6-hydroxy-7-benzoyl-1,2,3,4-tetrahydro-naphthalene-acetic acid ethyl ester). Reaction SMILES: [OH-].[Na+].[OH:3][C:4]1[CH:5]=[C:6]2[C:11](=[CH:12][C:13]=1[C:14](=[O:21])[C:15]1[CH:20]=[CH:19][CH:18]=[CH:17][CH:16]=1)[CH:10]([CH2:22][C:23]([OH:25])=[O:24])[CH2:9][CH2:8][CH2:7]2.[CH2:26](O)[CH3:27]>>[CH2:26]([O:24][C:23](=[O:25])[CH2:22][CH:10]1[C:11]2[C:6](=[CH:5][C:4]([OH:3])=[C:13]([C:14](=[O:21])[C:15]3[CH:20]=[CH:19][CH:18]=[CH:17][CH:16]=3)[CH:12]=2)[CH2:7][CH2:8][CH2:9]1)[CH3:27] |f:0.1|. Procedure: Analogously to the description in Example 2, 5.5 g of 6-hydroxy-7-benzoyl-1,2,3,4-tetrahydro-naphthalene-acetic acid ethyl ester and 20 ml of 2 N sodium hydroxide solution in 250 ml of ethanol give 6-hydroxy-7-benzoyl-1,2,3,4-tetrahydro-1-naphthylacetic acid in the form of yellow crystals of melting point 118°-120° C (from ether-petroleum ether). The reactants are Cc1c(I)ncn1-c1nc(-c2ccc(C(F)(F)F)cc2)cc(C(F)(F)F)n1, CC1(C)OB(c2ccc(N)nc2)OC1(C)C. Product: Cc1c(-c2ccc(N)nc2)ncn1-c1nc(-c2ccc(C(F)(F)F)cc2)cc(C(F)(F)F)n1. Reaction SMILES: [I:1][c:2]1[n:3][cH:4][n:5](-[c:8]2[n:9][c:10](-[c:18]3[cH:19][cH:20][c:21]([C:24]([F:25])([F:26])[F:27])[cH:22][cH:23]3)[cH:11][c:12]([C:14]([F:15])([F:16])[F:17])[n:13]2)[c:6]1[CH3:7].[NH2:28][c:29]1[n:30][cH:31][c:32]([B:35]2[O:36][C:37]([CH3:38])([CH3:39])[C:40]([CH3:41])([CH3:42])[O:43]2)[cH:33][cH:34]1>>[c:2]1(-[c:32]2[cH:31][n:30][c:29]([NH2:28])[cH:34][cH:33]2)[n:3][cH:4][n:5](-[c:8]2[n:9][c:10](-[c:18]3[cH:19][cH:20][c:21]([C:24]([F:25])([F:26])[F:27])[cH:22][cH:23]3)[cH:11][c:12]([C:14]([F:15])([F:16])[F:17])[n:13]2)[c:6]1[CH3:7]. The reactants are 26.4, C(CCCCCCCC)C1=CC=C(C(C(=O)O)=C1)O (5-nonylsalicylic acid), C1(=CC(=CC=C1)C)C (m-xylene), C1OCOCO1 (sym-trioxane), C1(=CC=C(C=C1)S(=O)(=O)O)C (p-toluenesulfonic acid). Run in C(C)(=O)O (acetic acid). The product is 38, C(CCCCCCCC)C1=CC=C(C(C(=O)O)=C1)O.C1(=C(C(=CC=C1)C)C=O)C (5-nonylsalicylic acid m-xylene-formaldehyde). Reaction SMILES: [CH2:1]([C:10]1[CH:18]=[C:14]([C:15]([OH:17])=[O:16])[C:13]([OH:19])=[CH:12][CH:11]=1)[CH2:2][CH2:3][CH2:4][CH2:5][CH2:6][CH2:7][CH2:8][CH3:9].[C:20]1([CH3:27])[CH:25]=[CH:24][CH:23]=[C:22]([CH3:26])[CH:21]=1.[CH2:28]1OCOC[O:29]1.C1(C)C=CC(S(O)(=O)=O)=CC=1>C(O)(=O)C>[CH2:1]([C:10]1[CH:18]=[C:14]([C:15]([OH:17])=[O:16])[C:13]([OH:19])=[CH:12][CH:11]=1)[CH2:2][CH2:3][CH2:4][CH2:5][CH2:6][CH2:7][CH2:8][CH3:9].[C:20]1([CH3:27])[CH:25]=[CH:24][CH:23]=[C:22]([CH3:26])[C:21]=1[CH:28]=[O:29] |f:5.6|. Reported procedure: To a mixture of 26.4 parts of 5-nonylsalicylic acid, 5.9 parts of m-xylene, 3.4 parts of sym-trioxane and 15 parts of acetic acid was added 4.0 parts of p-toluenesulfonic acid (catalyst). After being heated under reflux for 5 hours, the reaction mixture was washed with water, and unreacted m-xylene and water were removed by vacuum distillation to give 38 parts of 5-nonylsalicylic acid-m-xylene-formaldehyde co-condensation product. To 10 parts of the co-condensation product was added gradually a ... The reactants are ClC1=CC=C(C(=O)C=2C=C(C(C(=O)O)=CC2)C(=O)O)C=C1 (4-(4-chlorobenzoyl) phthalic acid), Cl (hydrochloric acid), CCOCC (ether), ClC1=CC=C(C=C1)[Mg]Br (4-chlorophenylmagnesium bromide). The solvent is O1CCCC1 (tetrahydrofuran), C(C)(=O)OCC (ethyl acetate). Product: OC(C=1C=C(C(C(=O)O)=CC1)C(=O)O)(C1=CC=C(C=C1)Cl)C1=CC=C(C=C1)Cl (4-[hydroxybis (4-chlorophenyl) methyl]phthalic acid). As a reaction SMILES: [Cl:1][C:2]1[CH:21]=[CH:20][C:5]([C:6]([C:8]2[CH:9]=[C:10]([C:17]([OH:19])=[O:18])[C:11](=[CH:15][CH:16]=2)[C:12]([OH:14])=[O:13])=[O:7])=[CH:4][CH:3]=1.CCOCC.[Cl:27][C:28]1[CH:33]=[CH:32][C:31]([Mg]Br)=[CH:30][CH:29]=1.Cl>O1CCCC1.C(OCC)(=O)C>[OH:7][C:6]([C:31]1[CH:32]=[CH:33][C:28]([Cl:27])=[CH:29][CH:30]=1)([C:5]1[CH:4]=[CH:3][C:2]([Cl:1])=[CH:21][CH:20]=1)[C:8]1[CH:9]=[C:10]([C:17]([OH:19])=[O:18])[C:11](=[CH:15][CH:16]=1)[C:12]([OH:14])=[O:13]. Reported procedure: To a solution of 2.00 g of 4-(4-chlorobenzoyl) phthalic acid in 63 ml of tetrahydrofuran was dropwise added 50 ml of ether solution (0.59M) of 4-chlorophenylmagnesium bromide at room temperature in 20 minutes. The reaction mixture was refluxed under heating for 3 hours, cooled with ice, hydrolyzed with 10% hydrochloric acid and shaken with ethyl acetate. The organic layer was washed with water, dried over anhydrous magnesium sulfate and concentrated in vacuo. The resultant residue was chromatogr...